This data is from the Open Reaction Database (ORD), a public repository of structured organic reaction records. The task is: describe an organic reaction: reactants, conditions, products, and yield Reactants: [Cl-], CC(C)CC(CO)Nc1nc(SCc2ccccc2)nc2nc(N)sc12, N, [NH4+], [Na]. The product is CC(C)CC(CO)Nc1nc(S)nc2nc(N)sc12. RXN SMILES: [Cl-:28].[NH2:1][c:2]1[s:3][c:4]2[c:5]([n:6][c:7]([S:18][CH2:19][c:20]3[cH:21][cH:22][cH:23][cH:24][cH:25]3)[n:8][c:9]2[NH:10][CH:11]([CH2:12][OH:13])[CH2:14][CH:15]([CH3:16])[CH3:17])[n:26]1.[NH3:30].[NH4+:29].[Na:27]>>[NH2:1][c:2]1[s:3][c:4]2[c:5]([n:6][c:7]([SH:18])[n:8][c:9]2[NH:10][CH:11]([CH2:12][OH:13])[CH2:14][CH:15]([CH3:16])[CH3:17])[n:26]1. Starting materials: C(C1=CC=CC=C1)OC(=O)C1=C(NC2=CC=C(C=C12)CCOS(=O)(=O)C)C (5-(2-Methanesulfonyloxy-ethyl)-2-methyl-1H-indole-3-carboxylic acid benzyl ester), N1[C@H](CCC1)CO ((R)-2-Pyrrolidine methanol). The solvent is O1CCOCC1 (dioxane). Product: N1C(=CC2=CC=CC=C12)N (indole-amine). The yield is 168.1%. As a reaction SMILES: C(OC([C:11]1[C:19]2[C:14](=[CH:15][CH:16]=[C:17](CCOS(C)(=O)=O)[CH:18]=2)[NH:13][C:12]=1C)=O)C1C=CC=CC=1.[NH:28]1CCC[C@@H]1CO>O1CCOCC1>[NH:13]1[C:14]2[C:19](=[CH:18][CH:17]=[CH:16][CH:15]=2)[CH:11]=[C:12]1[NH2:28]. Reported procedure: 5-(2-Methanesulfonyloxy-ethyl)-2-methyl-1H-indole-3-carboxylic acid benzyl ester (0.350 g, 0.900 mmol, 1 eq, Example 56, Step D) was suspended in dioxane (20 mL) under Ar. (R)-2-Pyrrolidine methanol (0.272 g, 2.700 mmol, 3 eq) was added. The reaction mixture was stirred and heated to reflux for 18 hours. Then the reaction was quenched with saturated sodium bicarbonate and extracted with ethyl acetate (3×). The combined organic phases were washed with brine and dried over Na2SO4. After removing t... Reactants: OBO, Clc1nc(N2CCOCC2)nc2c1CCN2c1ccncc1, OB(O)c1cncnc1. Yields the product c1cc(N2CCc3c(-c4cncnc4)nc(N4CCOCC4)nc32)ccn1. Reaction SMILES: [BH:32]([OH:33])[OH:34].[Cl:1][c:2]1[c:3]2[c:4]([n:5][c:6]([N:8]3[CH2:9][CH2:10][O:11][CH2:12][CH2:13]3)[n:7]1)[N:14]([c:17]1[cH:18][cH:19][n:20][cH:21][cH:22]1)[CH2:15][CH2:16]2.[n:23]1[cH:24][n:25][cH:26][c:27]([B:29]([OH:30])[OH:31])[cH:28]1>>[c:2]1(-[c:27]2[cH:26][n:25][cH:24][n:23][cH:28]2)[c:3]2[c:4]([n:5][c:6]([N:8]3[CH2:9][CH2:10][O:11][CH2:12][CH2:13]3)[n:7]1)[N:14]([c:17]1[cH:18][cH:19][n:20][cH:21][cH:22]1)[CH2:15][CH2:16]2. Starting materials: C#CCNC(=O)CN1CCCC1, Nc1ccc(Oc2ccnc3cc(I)sc23)c(F)c1. The product is Nc1ccc(Oc2ccnc3cc(C#CCNC(=O)CN4CCCC4)sc23)c(F)c1. RXN SMILES: [CH2:20]([C:21]#[CH:22])[NH:23][C:24]([CH2:25][N:26]1[CH2:27][CH2:28][CH2:29][CH2:30]1)=[O:31].[F:1][c:2]1[cH:3][c:4]([NH2:5])[cH:6][cH:7][c:8]1[O:9][c:10]1[c:11]2[c:12]([n:13][cH:14][cH:15]1)[cH:16][c:17]([I:19])[s:18]2>>[F:1][c:2]1[cH:3][c:4]([NH2:5])[cH:6][cH:7][c:8]1[O:9][c:10]1[c:11]2[c:12]([n:13][cH:14][cH:15]1)[cH:16][c:17]([C:22]#[C:21][CH2:20][NH:23][C:24]([CH2:25][N:26]1[CH2:27][CH2:28][CH2:29][CH2:30]1)=[O:31])[s:18]2. Reactants: O1C=C(C(=C1)CO)CO (3,4-furandimethanol), O1C=C(C(=C1)CO)CO (3,4-furandimethanol), [Si](C)(C)(C(C)(C)C)OCC1=COC=C1CO[Si](C)(C)C(C)(C)C (3,4-bis[(tert-butyldimethylsilyl)oxymethyl]furan), N1C=NC=C1 (imidazole), C(C)(C)(C)[Si](C)(C)Cl (tert-butylchlorodimethylsilane). The solvent is O1CCCC1 (tetrahydrofuran). Yields the product [Si](C)(C)(C(C)(C)C)OCC=1C(=COC1)CO ([4-[(tert-Butyldimethylsilyl) oxymethyl]3-furyl]methanol). Reaction SMILES: O1C=C(CO)C(CO)=C1.N1C=CN=C1.C([Si](Cl)(C)C)(C)(C)C.[Si:23]([O:30][CH2:31][C:32]1[C:36]([CH2:37][O:38][Si](C(C)(C)C)(C)C)=[CH:35][O:34][CH:33]=1)([C:26]([CH3:29])([CH3:28])[CH3:27])([CH3:25])[CH3:24]>O1CCCC1>[Si:23]([O:30][CH2:31][C:32]1[C:36]([CH2:37][OH:38])=[CH:35][O:34][CH:33]=1)([C:26]([CH3:29])([CH3:28])[CH3:27])([CH3:25])[CH3:24]. Procedure details: According to a similar procedure to that described in Example 21-(2), 3,4-furandimethanol (described in J. Org. Chem., 65, 6153 (2000); 3.4 g, 26.5 mmol) was reacted with imidazole (1.80 g, 26.4 mmol) and tert-butylchlorodimethylsilane (4.00 g, 26.5 mmol) in tetrahydrofuran (50 ml), and the reaction mixture was worked up to afford a mixture of the title compound, 3,4-furandimethanol and 3,4-bis[(tert-butyldimethylsilyl)oxymethyl]furan. The mixture was subjected to chromatography on a silica gel ... Starting materials: [BH4-], O=Cc1ccc(-c2nn(Cc3ccccc3)c3ncncc23)o1, CCCO, CC(=O)O, [Na+], O. Product: OCc1ccc(-c2nn(Cc3ccccc3)c3ncncc23)o1. As a reaction SMILES: [BH4-:24].[CH2:1]([c:2]1[cH:3][cH:4][cH:5][cH:6][cH:7]1)[n:8]1[n:9][c:10](-[c:17]2[o:18][c:19]([CH:22]=[O:23])[cH:20][cH:21]2)[c:11]2[c:12]1[n:13][cH:14][n:15][cH:16]2.[CH2:31]([OH:32])[CH2:33][CH3:34].[CH3:27][C:28](=[O:29])[OH:30].[Na+:25].[OH2:26]>>[CH2:1]([c:2]1[cH:3][cH:4][cH:5][cH:6][cH:7]1)[n:8]1[n:9][c:10](-[c:17]2[o:18][c:19]([CH2:22][OH:23])[cH:20][cH:21]2)[c:11]2[c:12]1[n:13][cH:14][n:15][cH:16]2. Starting materials: 28, NCCCCN1CCC(CC1)C(=O)C1=CC=C(C=C1)F ([1-(4-aminobutyl)-4-piperidinyl](4-fluorophenyl)methanone), 24, N(=C=S)C1=C(C(=O)OC)C=CC(=C1)[N+](=O)[O-] (methyl 2-isothiocyanato-4-nitrobenzoate). Run in O1CCCC1 (tetrahydrofuran), O1CCCC1 (tetrahydrofuran). Reaction conditions: temperature 40 celsius, time 8 hour. The product is 30, FC1=CC=C(C(=O)C2CCN(CC2)CCCCN2C(NC3=CC(=CC=C3C2=O)[N+](=O)[O-])=S)C=C1 (3-[4-[4-(4-fluorobenzoyl)-1-piperidinyl]butyl]-2,3-dihydro-7-nitro-2-thioxo-4(1H)-quinazolinone). Yield: 62.0%. Reaction SMILES: [NH2:1][CH2:2][CH2:3][CH2:4][CH2:5][N:6]1[CH2:11][CH2:10][CH:9]([C:12]([C:14]2[CH:19]=[CH:18][C:17]([F:20])=[CH:16][CH:15]=2)=[O:13])[CH2:8][CH2:7]1.[N:21]([C:24]1[CH:33]=[C:32]([N+:34]([O-:36])=[O:35])[CH:31]=[CH:30][C:25]=1[C:26](OC)=[O:27])=[C:22]=[S:23]>O1CCCC1>[F:20][C:17]1[CH:18]=[CH:19][C:14]([C:12]([CH:9]2[CH2:8][CH2:7][N:6]([CH2:5][CH2:4][CH2:3][CH2:2][N:1]3[C:26](=[O:27])[C:25]4[C:24](=[CH:33][C:32]([N+:34]([O-:36])=[O:35])=[CH:31][CH:30]=4)[NH:21][C:22]3=[S:23])[CH2:11][CH2:10]2)=[O:13])=[CH:15][CH:16]=1. Procedure: To a stirred solution of 28 parts of [1-(4-aminobutyl)-4-piperidinyl](4-fluorophenyl)methanone in 135 parts of tetrahydrofuran was added dropwise during a 10 minutes-period a solution of 24 parts of methyl 2-isothiocyanato-4-nitrobenzoate in 180 parts of tetrahydrofuran (slightly exothermic reaction). Upon completion, stirring was continued overnight at room temperature. The solid was filtered off and crystallized from ethanol while stirring and cooling to 40° C. The product was filtered off, wa... The product is COC1=CC=C(CSC2=NC=NC3=C2N=C(N=C3N3CCS(CC3)=O)N3CCNCC3)C=C1 (8-(4-Methoxybenzyl-thio)-4-(1-oxido-thiomorpholino)-2-piperazino-pyrimido-[5,4-d]-pyrimidine). RXN SMILES: Cl[C:2]1[N:3]=[C:4]([N:22]2[CH2:27][CH2:26][S:25](=[O:28])[CH2:24][CH2:23]2)[C:5]2[N:11]=[CH:10][N:9]=[C:8]([S:12][CH2:13][C:14]3[CH:19]=[CH:18][C:17]([O:20][CH3:21])=[CH:16][CH:15]=3)[C:6]=2[N:7]=1.[NH:29]1[CH2:34][CH2:33][NH:32][CH2:31][CH2:30]1>>[CH3:21][O:20][C:17]1[CH:18]=[CH:19][C:14]([CH2:13][S:12][C:8]2[C:6]3[N:7]=[C:2]([N:29]4[CH2:34][CH2:33][NH:32][CH2:31][CH2:30]4)[N:3]=[C:4]([N:22]4[CH2:27][CH2:26][S:25](=[O:28])[CH2:24][CH2:23]4)[C:5]=3[N:11]=[CH:10][N:9]=2)=[CH:15][CH:16]=1. The reactants are ClC=1N=C(C2=C(N1)C(=NC=N2)SCC2=CC=C(C=C2)OC)N2CCS(CC2)=O (2-chloro-8-(4-methoxybenzyl-thio)-4-(1-oxido-thiomorpholino)-pyrimido-[5,4-d]-pyrimidine), N1CCNCC1 (piperazine). Reported procedure: This compound was prepared analogous to Example 1 from 2-chloro-8-(4-methoxybenzyl-thio)-4-(1-oxido-thiomorpholino)-pyrimido-[5,4-d]-pyrimidine (m.p.: 217°-219° C.) and piperazine. Yields the product COCC(O)COc1ccc2nc(S(N)(=O)=O)sc2c1. Reaction SMILES: [CH3:20][OH:21].[O:1]1[CH:2]([CH2:3][O:4][c:5]2[cH:6][c:7]3[c:8]([n:9][c:10]([S:12](=[O:13])(=[O:14])[NH2:15])[s:11]3)[cH:16][cH:17]2)[CH2:18]1.[OH2:19]>>[O:1]([CH2:18][CH:2]([CH2:3][O:4][c:5]1[cH:6][c:7]2[c:8]([n:9][c:10]([S:12](=[O:13])(=[O:14])[NH2:15])[s:11]2)[cH:16][cH:17]1)[OH:19])[CH3:20]. Reactants: CO, NS(=O)(=O)c1nc2ccc(OCC3CO3)cc2s1, O.